The task is: describe an organic reaction: reactants, conditions, products, and yield. This data is from the Open Reaction Database (ORD), a public repository of structured organic reaction records. The reactants are intermediate C, Compound 7a, COC1=C(C=O)C=CC=C1 (2-methoxybenzaldehyde), N[C@@H](C(=O)O)C1=CC=C(C=C1)C ((2R)-amino(4-methylphenyl)ethanoic acid), O1[C@H](CCC1)CN (1-[(2R)-tetrahydrofuran-2-yl]methanamine), C1(=CC=CC=C1)CC(=O)O (phenylacetic acid). Yields the product COC1=C(CN(C(CC2=CC=CC=C2)=O)[C@@H](C(NC[C@@H]2OCCC2)=O)C2=CC=C(C=C2)C)C=CC=C1 (N-(2-methoxybenzyl)-N-{(1R)-1-(4-methylphenyl)-2-oxo-2-[(2R)-(tetrahydrofuran-2-ylmethyl)amino]ethyl}-2-phenylacetamide). RXN SMILES: [NH2:1][C@H:2]([C:6]1[CH:11]=[CH:10][C:9]([CH3:12])=[CH:8][CH:7]=1)[C:3]([OH:5])=O.[O:13]1[CH2:17][CH2:16][CH2:15][C@@H:14]1[CH2:18][NH2:19].[CH3:20][O:21][C:22]1[CH:29]=[CH:28][CH:27]=[CH:26][C:23]=1[CH:24]=O.[C:30]1([CH2:36][C:37](O)=[O:38])[CH:35]=[CH:34][CH:33]=[CH:32][CH:31]=1>>[CH3:20][O:21][C:22]1[CH:29]=[CH:28][CH:27]=[CH:26][C:23]=1[CH2:24][N:1]([C@H:2]([C:6]1[CH:11]=[CH:10][C:9]([CH3:12])=[CH:8][CH:7]=1)[C:3](=[O:5])[NH:19][CH2:18][C@H:14]1[CH2:15][CH2:16][CH2:17][O:13]1)[C:37](=[O:38])[CH2:36][C:30]1[CH:35]=[CH:34][CH:33]=[CH:32][CH:31]=1. Procedure details: Alternatively, the compound was prepared following the general procedure described for intermediate C starting from commercially available (2R)-amino(4-methylphenyl)ethanoic acid and 1-[(2R)-tetrahydrofuran-2-yl]methanamine. Compound 7a was then prepared following the general procedure 3 starting from 2-methoxybenzaldehyde and phenylacetic acid. MS (ES1+) m/z: 487.33 (M+1). Starting materials: FC(C=1C=C(C=CC1Br)OC)(F)F (3-trifluoromethyl-4-bromo-1-methoxybenzene), FC(C=1C=C(C=CC1Br)OC)(F)F (3-trifluoromethyl-4-bromo-1-methoxybenzene), [Mg] (magnesium), II (iodine), C(=O)=O (dry ice), Cl (hydrochloric acid). Solvent: O1CCCC1 (tetrahydrofuran), O1CCCC1 (tetrahydrofuran). Reaction conditions: time 2 hour. The product is FC(C1=C(C(=O)O)C=CC(=C1)OC)(F)F (2-trifluoromethyl-4-methoxybenzoic acid). Yield: 39.5%. RXN SMILES: [F:1][C:2]([F:13])([F:12])[C:3]1[CH:4]=[C:5]([O:10][CH3:11])[CH:6]=[CH:7][C:8]=1Br.[Mg].II.[C:17](=[O:19])=[O:18].Cl>O1CCCC1>[F:1][C:2]([F:13])([F:12])[C:3]1[CH:4]=[C:5]([O:10][CH3:11])[CH:6]=[CH:7][C:8]=1[C:17]([OH:19])=[O:18]. Procedure: Dry tetrahydrofuran (10 ml) was added to 3-trifluoromethyl-4-bromo-1-methoxybenzene (compound III) (4.4 g) and metallic magnesium (0.41 g) and thereto was further added a catalytic amount of iodine, followed by refluxing for 1.5 hours with stirring. After the temperature was returned to room temperature, to the mixture was slowly added dropwise a solution prepared by adding dry ice (30 g) to dry tetrahydrofuran (10 ml) at -40° C. or lower. The temperature was returned to room temperature and the... Starting materials: O (water), FC1=C(C=CC=C1)C(C(C)=O)NC(C)=O (1-(2-Fluorophenyl)-1-acetamido-2-propanone), C(CC#N)#N (malononitrile), aqueous solution, [OH-].[K+] (potassium hydroxide). Solvent: CO (methanol). Product: NC=1NC(=C(C1C#N)C)C1=C(C=CC=C1)F (2-Amino-3-cyano-4-methyl-5-(2-fluorophenyl)pyrrole). Yield: 22.4%. As a reaction SMILES: [F:1][C:2]1[CH:7]=[CH:6][CH:5]=[CH:4][C:3]=1[CH:8]([NH:12]C(=O)C)[C:9](=O)[CH3:10].[C:16](#[N:20])[CH2:17][C:18]#[N:19].[OH-].[K+].O>CO>[NH2:19][C:18]1[NH:12][C:8]([C:3]2[CH:4]=[CH:5][CH:6]=[CH:7][C:2]=2[F:1])=[C:9]([CH3:10])[C:17]=1[C:16]#[N:20] |f:2.3|. Procedure details: 1-(2-Fluorophenyl)-1-acetamido-2-propanone (3.13 g) and malononitrile (1.49 g) were dissolved in methanol (15 ml) and the solution was stirred under ice-cooling. Then, 55% aqueous solution of potassium hydroxide was added to the above solution to adjust to pH 10. The reaction mixture was then warmed and stirred at 55-60° C. for 0.5 hour. After cooling, the reaction mixture was poured into iced water and the resulting crystals were collected by filtration. This crude crystalline product was recry... The reactants are N(=NC(=O)N1CCCCC1)C(=O)N1CCCCC1 (1,1′-(azodicarbonyl)dipiperidine), ClC=1C=C(C=CC1Cl)C=1N=C(OC1CCCO)N1C(=NC=C1)C (4-(3,4-dichlorophenyl)-2-(2-methyl-1-imidazolyl)-5-oxazolepropanol), CC1=C(C=CC=C1)O (2-methylphenol), C(CCC)P(CCCC)CCCC (tributylphosphine). Solvent: O1CCCC1 (tetrahydrofuran). Conditions: time 1 hour. Product: ClC=1C=C(C=CC1Cl)C=1N=C(OC1CCCOC1=C(C=CC=C1)C)N1C(=NC=C1)C (4-(3,4-Dichlorophenyl)-2-(2-methyl-1-imidazolyl)-5-[3-(2-methylphenoxy)propyl]oxazole). RXN SMILES: [Cl:1][C:2]1[CH:3]=[C:4]([C:9]2[N:10]=[C:11]([N:18]3[CH:22]=[CH:21][N:20]=[C:19]3[CH3:23])[O:12][C:13]=2[CH2:14][CH2:15][CH2:16][OH:17])[CH:5]=[CH:6][C:7]=1[Cl:8].[CH3:24][C:25]1[CH:30]=[CH:29][CH:28]=[CH:27][C:26]=1O.C(P(CCCC)CCCC)CCC.N(C(N1CCCCC1)=O)=NC(N1CCCCC1)=O>O1CCCC1>[Cl:1][C:2]1[CH:3]=[C:4]([C:9]2[N:10]=[C:11]([N:18]3[CH:22]=[CH:21][N:20]=[C:19]3[CH3:23])[O:12][C:13]=2[CH2:14][CH2:15][CH2:16][O:17][C:26]2[CH:27]=[CH:28][CH:29]=[CH:30][C:25]=2[CH3:24])[CH:5]=[CH:6][C:7]=1[Cl:8]. Procedure details: To a mixture of 4-(3,4-dichlorophenyl)-2-(2-methyl-1-imidazolyl)-5-oxazolepropanol (352 mg), 2-methylphenol (216 mg), tributylphosphine (405 mg) and tetrahydrofuran (10 mL) was added 1,1′-(azodicarbonyl)dipiperidine (450 mg) at room temperature, and the mixture was stirred for 1 h. The reaction mixture was concentrated and the residue was subjected to silica gel column chromatography. The title compound was obtained as crystals from an eluate from ethyl acetate-hexane (2:3, v/v). Recrystallizati... Starting materials: C1CCOC1, CCOC(C)=O, COc1ccc2sc(S)nc2c1, O, O=S(=O)(Cl)Cl. The product is COc1ccc2sc(Cl)nc2c1. As a reaction SMILES: [CH2:19]1[O:20][CH2:21][CH2:22][CH2:23]1.[CH3:24][CH2:25][O:26][C:27]([CH3:28])=[O:29].[CH3:6][O:7][c:8]1[cH:9][cH:10][c:11]2[c:12]([n:13][c:14]([SH:16])[s:15]2)[cH:17]1.[OH2:18].[S:1]([Cl:2])(=[O:3])([Cl:4])=[O:5]>>[Cl:4][c:14]1[n:13][c:12]2[c:11]([cH:10][cH:9][c:8]([O:7][CH3:6])[cH:17]2)[s:15]1. Starting materials: [BH4-], COc1cccc(C2=NCCc3c2[nH]c2ncccc32)c1, CO, [Na+]. Product: COc1cccc(C2NCCc3c2[nH]c2ncccc32)c1. Reaction SMILES: [BH4-:22].[CH3:1][O:2][c:3]1[cH:4][c:5]([C:9]2=[N:10][CH2:11][CH2:12][c:13]3[c:14]2[nH:15][c:16]2[n:17][cH:18][cH:19][cH:20][c:21]32)[cH:6][cH:7][cH:8]1.[CH3:24][OH:25].[Na+:23]>>[CH3:1][O:2][c:3]1[cH:4][c:5]([CH:9]2[NH:10][CH2:11][CH2:12][c:13]3[c:14]2[nH:15][c:16]2[n:17][cH:18][cH:19][cH:20][c:21]32)[cH:6][cH:7][cH:8]1. Starting materials: N1(C=NC=C1)CC(CN)C (3-(1H-imidazol-1-yl)-2-methylpropanamine), C1(=C(C(=C(C(=C1F)F)F)N)F)N.Cl.Cl (dihydrochloride), Cl (hydrogenchloride), BrC=1C=2C3=C(C(=NC3=CC1)S)C=CC2 (6-bromobenz(cd)indol-2-thiol), mercuric acetate. The solvent is C(C)O (ethanol). Product: Cl.Cl.BrC=1C=2C3=C(C(=NC3=CC1)NCC(CN1C=NC=C1)C)C=CC2 (6-Bromo-N-(3-(1H-imidazol-1-yl)-2-methylpropyl)benz(cd)indol-2-amine dihydrochloride). Reaction SMILES: [N:1]1([CH2:6][CH:7]([CH3:10])[CH2:8][NH2:9])[CH:5]=[CH:4][N:3]=[CH:2]1.[Br:11][C:12]1[C:13]2[C:14]3[C:18](=[CH:19][CH:20]=1)[N:17]=[C:16](S)[C:15]=3[CH:22]=[CH:23][CH:24]=2.C1(N)C(F)=C(F)C(F)=C(N)C=1F.[ClH:37].Cl.Cl>C(O)C>[ClH:37].[ClH:37].[Br:11][C:12]1[C:13]2[C:14]3[C:18](=[CH:19][CH:20]=1)[N:17]=[C:16]([NH:9][CH2:8][CH:7]([CH3:10])[CH2:6][N:1]1[CH:5]=[CH:4][N:3]=[CH:2]1)[C:15]=3[CH:22]=[CH:23][CH:24]=2 |f:2.3.4,7.8.9|. Reported procedure: The free base of the title compound was prepared by the procedure of Example 55, employing 2.8 grams of 3-(1H-imidazol-1-yl)-2-methylpropanamine, 5.3 grams of 6-bromobenz(cd)indol-2-thiol, 6.45 grams of mercuric acetate, and 500 ml of ethanol. The crude free base was purified by the chromatographic procedure of Example 46, 5.5 grams of product being obtained. This was converted to the dihydrochloride salt by treatment with excess 2.3N ethanolic hydrogenchloride, followed by precipitation with ac... Starting materials: N=1N=C(N2C1C=CC=C2)C2=NC1=C(C=CC=C1C=C2)N2C[C@@H](CCC2)NC(OC(C)(C)C)=O ((R)-tert-butyl 1-(2-([1,2,4]triazolo[4,3-a]pyridin-3-yl)quinolin-8-yl)piperidin-3-ylcarbamate), C(=O)(C(F)(F)F)O.C(Cl)Cl (TFA DCM). Reaction conditions: time 2 hour. The product is N=1N=C(N2C1C=CC=C2)C2=NC1=C(C=CC=C1C=C2)N2C[C@@H](CCC2)N ((R)-1-(2-([1,2,4]triazolo[4,3-a]pyridin-3-yl)quinolin-8-yl)piperidin-3-amine). Yield: 43.0%. RXN SMILES: [N:1]1[N:2]=[C:3]([C:10]2[CH:19]=[CH:18][C:17]3[C:12](=[C:13]([N:20]4[CH2:25][CH2:24][CH2:23][C@@H:22]([NH:26]C(=O)OC(C)(C)C)[CH2:21]4)[CH:14]=[CH:15][CH:16]=3)[N:11]=2)[N:4]2[CH:9]=[CH:8][CH:7]=[CH:6][C:5]=12.C(O)(C(F)(F)F)=O.C(Cl)Cl>>[N:1]1[N:2]=[C:3]([C:10]2[CH:19]=[CH:18][C:17]3[C:12](=[C:13]([N:20]4[CH2:25][CH2:24][CH2:23][C@@H:22]([NH2:26])[CH2:21]4)[CH:14]=[CH:15][CH:16]=3)[N:11]=2)[N:4]2[CH:9]=[CH:8][CH:7]=[CH:6][C:5]=12 |f:1.2|. Procedure details: (R)-tert-butyl 1-(2-([1,2,4]triazolo[4,3-a]pyridin-3-yl)quinolin-8-yl)piperidin-3-ylcarbamate (0.030 g, 0.067 mmol) was added to a 1:1 TFA-DCM and stirred for about 2 hours, at which time the reaction appeared complete by LC/TLC. The crude mixture was evaporated and purified by flash column chromatography (Horizon, using a gradient elution of 5% NH4 in MeOH/DCM). The desired product was isolated as a light yellow solid (10 mg; 43% yield). MS ESI (+) m/z 345.2 (M+1) detected. The reactants are ClC1=NC=CC=C1Cl (2,3-dichloropyridine), O (water), C(=O)([O-])[O-].[Na+].[Na+] (Na2CO3), CC1=NC=C(C=C1)B(O)O (2-methylpyridine-5-boronic acid). The reagents and catalysts are C=1C=CC(=CC1)[P](C=2C=CC=CC2)(C=3C=CC=CC3)[Pd]([P](C=4C=CC=CC4)(C=5C=CC=CC5)C=6C=CC=CC6)([P](C=7C=CC=CC7)(C=8C=CC=CC8)C=9C=CC=CC9)[P](C=1C=CC=CC1)(C=1C=CC=CC1)C=1C=CC=CC1 (Pd(PPh3)4). Run in COCCOC (1,2-dimethoxyethane). Run at time 18 hour. The product is ClC=1C(=NC=CC1)C=1C=NC(=CC1)C (3-chloro-2-(6-methylpyridin-3-yl)pyridine). Yield: 91.2%. As a reaction SMILES: Cl[C:2]1[C:7]([Cl:8])=[CH:6][CH:5]=[CH:4][N:3]=1.O.C([O-])([O-])=O.[Na+].[Na+].[CH3:16][C:17]1[CH:22]=[CH:21][C:20](B(O)O)=[CH:19][N:18]=1>COCCOC.C1C=CC([P]([Pd]([P](C2C=CC=CC=2)(C2C=CC=CC=2)C2C=CC=CC=2)([P](C2C=CC=CC=2)(C2C=CC=CC=2)C2C=CC=CC=2)[P](C2C=CC=CC=2)(C2C=CC=CC=2)C2C=CC=CC=2)(C2C=CC=CC=2)C2C=CC=CC=2)=CC=1>[Cl:8][C:7]1[C:2]([C:20]2[CH:19]=[N:18][C:17]([CH3:16])=[CH:22][CH:21]=2)=[N:3][CH:4]=[CH:5][CH:6]=1 |f:2.3.4,^1:35,37,56,75|. Reported procedure: To a solution of 0.5 g (3.6 mmol) 2,3-dichloropyridine in 20 mL 1,2-dimethoxyethane and 20 mL distilled water were added 2.2 g (21.1 mmol) Na2CO3, 0.41 g (3.0 mmol) 2-methylpyridine-5-boronic acid and 50 mg Pd(PPh3)4, followed by stirring for 18 hours in a heat flux condition. After being cooled to room temperature, the solution was 50% concentrated in a vacuum condition. The aqueous layer was washed with ethyl acetate. Thereafter, the organic layer was dried over magnesium sulfate and vacuum co...